From a dataset of the Open Reaction Database (ORD), a public repository of structured organic reaction records. describe an organic reaction: reactants, conditions, products, and yield The reactants are ClCCl, [Na+], CC(C)(C)OC(=O)N1CCC(Nc2ccc(CN3C(=O)C4(COc5cc6c(cc54)OCO6)c4ccccc43)cc2)C1, [OH-], O=C(O)C(F)(F)F. RXN SMILES: [Cl:51][CH2:52][Cl:53].[Na+:50].[O:1]=[C:2]1[N:3]([CH2:22][c:23]2[cH:24][cH:25][c:26]([NH:29][CH:30]3[CH2:31][N:32]([C:35]([O:36][C:37]([CH3:38])([CH3:39])[CH3:40])=[O:41])[CH2:33][CH2:34]3)[cH:27][cH:28]2)[c:4]2[cH:5][cH:6][cH:7][cH:8][c:9]2[C:10]12[CH2:11][O:12][c:13]1[c:14]2[cH:15][c:16]2[c:17]([cH:21]1)[O:18][CH2:19][O:20]2.[OH-:49].[OH:42][C:43]([C:44]([F:45])([F:46])[F:47])=[O:48]>>[O:1]=[C:2]1[N:3]([CH2:22][c:23]2[cH:24][cH:25][c:26]([NH:29][CH:30]3[CH2:31][NH:32][CH2:33][CH2:34]3)[cH:27][cH:28]2)[c:4]2[cH:5][cH:6][cH:7][cH:8][c:9]2[C:10]12[CH2:11][O:12][c:13]1[c:14]2[cH:15][c:16]2[c:17]([cH:21]1)[O:18][CH2:19][O:20]2. Product: O=C1N(Cc2ccc(NC3CCNC3)cc2)c2ccccc2C12COc1cc3c(cc12)OCO3.